This data is from the Open Reaction Database (ORD), a public repository of structured organic reaction records. The task is: describe an organic reaction: reactants, conditions, products, and yield The reactants are CS(=O)(=O)c1cc(Br)cnc1Cl, C1COCCO1, CC(=O)[O-], CCO, ClCCl, CC(=O)Nc1nc(C)c(I)s1, [K+], [Na+], [Na+], O=C([O-])[O-]. The product is CC(=O)Nc1nc(C)c(-c2cnc(Cl)c(S(C)(=O)=O)c2)s1. As a reaction SMILES: [Br:1][c:2]1[cH:3][c:4]([S:9](=[O:10])(=[O:11])[CH3:12])[c:5]([Cl:8])[n:6][cH:7]1.[CH2:38]1[O:39][CH2:40][CH2:41][O:42][CH2:43]1.[CH3:17][C:18](=[O:19])[O-:20].[CH3:44][CH2:45][OH:46].[Cl:13][CH2:14][Cl:15].[I:21][c:22]1[c:23]([CH3:31])[n:24][c:25]([NH:27][C:28]([CH3:29])=[O:30])[s:26]1.[K+:16].[Na+:32].[Na+:33].[O-:34][C:35](=[O:36])[O-:37]>>[c:2]1(-[c:22]2[c:23]([CH3:31])[n:24][c:25]([NH:27][C:28]([CH3:29])=[O:30])[s:26]2)[cH:3][c:4]([S:9](=[O:10])(=[O:11])[CH3:12])[c:5]([Cl:8])[n:6][cH:7]1. The reactants are C1CCOC1, Cn1cccc1, O=C(Cl)CCl. Yields the product Cn1cccc1C(=O)CCl. Reaction SMILES: [CH2:12]1[O:13][CH2:14][CH2:15][CH2:16]1.[CH3:1][n:2]1[cH:3][cH:4][cH:5][cH:6]1.[Cl:7][CH2:8][C:9](=[O:10])[Cl:11]>>[CH3:1][n:2]1[c:3]([C:9]([CH2:8][Cl:7])=[O:10])[cH:4][cH:5][cH:6]1. Reaction SMILES: [Al:20].[CH2:1]([CH3:2])[N:3]([c:4]1[n:5][cH:6][n:7][c:8](-[c:10]2[o:11][c:12]([N+:15]([O-:16])=[O:17])[cH:13][cH:14]2)[cH:9]1)[CH2:18][CH3:19].[CH3:21][C:22](=[O:23])[O:24][C:25](=[O:26])[CH3:27].[CH3:29][CH2:30][O:31][C:32](=[O:33])[CH3:34].[CH3:36][CH2:37][O:38][CH2:39][CH3:40].[ClH:28].[OH2:35]>>[CH2:1]([CH3:2])[N:3]([c:4]1[n:5][cH:6][n:7][c:8](-[c:10]2[o:11][c:12]([NH:15][C:22]([CH3:21])=[O:23])[cH:13][cH:14]2)[cH:9]1)[CH2:18][CH3:19].[ClH:28]. Product: CCN(CC)c1cc(-c2ccc(NC(C)=O)o2)ncn1, Cl. Starting materials: [Al], CCN(CC)c1cc(-c2ccc([N+](=O)[O-])o2)ncn1, CC(=O)OC(C)=O, CCOC(C)=O, CCOCC, Cl, O. Product: CCc1cc(Br)cc(CC)c1CCOC(=O)Nc1cccc(C#N)c1. Reaction SMILES: [Br:23][c:24]1[cH:25][c:26]([CH2:35][CH3:36])[c:27]([CH2:32][CH2:33][OH:34])[c:28]([CH2:30][CH3:31])[cH:29]1.[C:1](#[N:2])[c:3]1[cH:4][c:5]([NH:9][C:10]([O:11][CH2:13][CH2:14][c:15]2[cH:16][cH:17][c:18]([Br:19])[cH:20][c:21]2[CH3:22])=[O:12])[cH:6][cH:7][cH:8]1.[N:37]([c:38]1[cH:39][c:40]([C:44]#[N:45])[cH:41][cH:42][cH:43]1)=[C:46]=[O:47]>>[C:1](#[N:2])[c:3]1[cH:4][c:5]([NH:9][C:10](=[O:11])[O:34][CH2:33][CH2:32][c:27]2[c:26]([CH2:35][CH3:36])[cH:25][c:24]([Br:23])[cH:29][c:28]2[CH2:30][CH3:31])[cH:6][cH:7][cH:8]1. Reactants: CCc1cc(Br)cc(CC)c1CCO, Cc1cc(Br)ccc1CCOC(=O)Nc1cccc(C#N)c1, N#Cc1cccc(N=C=O)c1. Starting materials: C(C)(C)(C)OC(C1=C(C=C(C=C1)C1=NOC(C1)(C(F)(F)F)C1=CC(=CC(=C1)Cl)Cl)C)=O (4-[5-(3,5-dichloro-phenyl)-5-trifluoromethyl-4,5-dihydro-isoxazol-3-yl]-2-methyl-benzoic acid tert-butyl ester), C[Si](C)(C)[N-][Si](C)(C)C.[Li+] (lithium bis(trimethyl-silyl)amide), C1(=CC=CC=C1)S(=O)(=O)N1OC1C1=CC=CC=C1 (2-benzenesulfonyl-3-phenyl-oxaziridine). The solvent is O1CCCC1 (tetrahydrofuran), O1CCCC1 (tetrahydrofuran). Run at time 3 hour. The product is C(C)(C)(C)OC(C1=C(C=C(C=C1)C1=NOC(C1O)(C(F)(F)F)C1=CC(=CC(=C1)Cl)Cl)C)=O (4-[5-(3,5-dichloro-phenyl)-4-hydroxy-5-trifluoromethyl-4,5-dihydro-isoxazol-3-yl]-2-methyl-benzoic acid tert-butyl ester). Reaction SMILES: [C:1]([O:5][C:6](=[O:31])[C:7]1[CH:12]=[CH:11][C:10]([C:13]2[CH2:17][C:16]([C:22]3[CH:27]=[C:26]([Cl:28])[CH:25]=[C:24]([Cl:29])[CH:23]=3)([C:18]([F:21])([F:20])[F:19])[O:15][N:14]=2)=[CH:9][C:8]=1[CH3:30])([CH3:4])([CH3:3])[CH3:2].C[Si]([N-][Si](C)(C)C)(C)C.[Li+].C1(S(N2C(C3C=CC=CC=3)O2)(=O)=[O:49])C=CC=CC=1>O1CCCC1>[C:1]([O:5][C:6](=[O:31])[C:7]1[CH:12]=[CH:11][C:10]([C:13]2[CH:17]([OH:49])[C:16]([C:22]3[CH:23]=[C:24]([Cl:29])[CH:25]=[C:26]([Cl:28])[CH:27]=3)([C:18]([F:20])([F:19])[F:21])[O:15][N:14]=2)=[CH:9][C:8]=1[CH3:30])([CH3:4])([CH3:3])[CH3:2] |f:1.2|. Procedure: To a solution of 4-[5-(3,5-dichloro-phenyl)-5-trifluoromethyl-4,5-dihydro-isoxazol-3-yl]-2-methyl-benzoic acid tert-butyl ester (preparation of similar compounds described in, for example, EP 1,731,512) (2.83 g) in tetrahydrofuran (25 ml) that was stirred at −78° C. for 5 minutes under argon, was slowly added lithium bis(trimethyl-silyl)amide (“LiHMDS”) (1M in hexane) (6.9 ml). After 3 hours at −78° C., a cold (−20° C.) solution of 2-benzenesulfonyl-3-phenyl-oxaziridine (commercially available) ... The product is CC1=CC=C(C(C(=C(Cl)Cl)Cl)Cl)C=C1 (4-methyl-(trichlorovinyl)benzyl chloride). Reported procedure: A solution of 4-methyl-3-(trichlorovinyl)benzyl alcohol (2.06 g) and triphenylphosphine (2.58 g) in 100 ml of carbon tetrachloride was heated at reflux for 48 hours. The reaction mixture was concentrated under reduced pressure and the residue dissolved in CH2Cl2 (200 ml). This organic solution was shaken with 30% H2O2 (10 ml) and then diluted with water (100 ml) and the layers separated. The organic layer was further washed with water, dried with anhydrous magnesium sulfate and concentrated to g... RXN SMILES: C[C:2]1[CH:9]=[CH:8][C:5](CO)=[CH:4][C:3]=1[C:10]([Cl:14])=[C:11]([Cl:13])Cl.[C:15]1(P(C2C=CC=CC=2)C2C=CC=CC=2)C=CC=CC=1.[C:34]([Cl:38])(Cl)(Cl)[Cl:35]>>[CH3:15][C:8]1[CH:9]=[CH:2][C:3]([CH:10]([Cl:14])[C:11]([Cl:13])=[C:34]([Cl:38])[Cl:35])=[CH:4][CH:5]=1. The reactants are CC1=C(C=C(CO)C=C1)C(=C(Cl)Cl)Cl (4-methyl-3-(trichlorovinyl)benzyl alcohol), C1(=CC=CC=C1)P(C1=CC=CC=C1)C1=CC=CC=C1 (triphenylphosphine), C(Cl)(Cl)(Cl)Cl (carbon tetrachloride). Starting materials: CC(C)(C)OC(=O)NCCCC(CO[Si](C)(C)C(C)(C)C)n1c(CCl)nc2cnc3ccccc3c21, O=C([O-])O, C1CCOC1, CCCC[N+](CCCC)(CCCC)CCCC, ClCCl, [F-], [Na+]. Product: CC(C)(C)OC(=O)NCCCC1COCc2nc3cnc4ccccc4c3n21. Reaction SMILES: [C:1]([Si:2]([CH3:3])([CH3:4])[O:6][CH2:7][CH:8]([CH2:9][CH2:10][CH2:11][NH:12][C:13]([O:14][C:15]([CH3:16])([CH3:17])[CH3:18])=[O:19])[n:20]1[c:21]([CH2:33][Cl:5])[n:22][c:23]2[cH:24][n:25][c:26]3[cH:27][cH:28][cH:29][cH:30][c:31]3[c:32]12)([CH3:34])([CH3:35])[CH3:36].[C:55](=[O:56])([OH:57])[O-:58].[CH2:63]1[O:64][CH2:65][CH2:66][CH2:67]1.[CH3:38][CH2:39][CH2:40][CH2:41][N+:42]([CH2:43][CH2:44][CH2:45][CH3:46])([CH2:47][CH2:48][CH2:49][CH3:50])[CH2:51][CH2:52][CH2:53][CH3:54].[Cl:60][CH2:61][Cl:62].[F-:37].[Na+:59]>>[O:6]1[CH2:7][CH:8]([CH2:9][CH2:10][CH2:11][NH:12][C:13]([O:14][C:15]([CH3:16])([CH3:17])[CH3:18])=[O:19])[n:20]2[c:21]([n:22][c:23]3[cH:24][n:25][c:26]4[cH:27][cH:28][cH:29][cH:30][c:31]4[c:32]23)[CH2:33]1. Reactants: Cc1nc(Br)sc1C(=O)NCc1ccccc1, O=C(Nc1ccccc1)c1ccc(=O)[nH]c1. Yields the product Cc1nc(-n2cc(C(=O)Nc3ccccc3)ccc2=O)sc1C(=O)NCc1ccccc1. Reaction SMILES: [CH2:17]([c:18]1[cH:19][cH:20][cH:21][cH:22][cH:23]1)[NH:24][C:25](=[O:26])[c:27]1[c:28]([CH3:33])[n:29][c:30]([Br:32])[s:31]1.[O:1]=[c:2]1[cH:3][cH:4][c:5]([C:8](=[O:9])[NH:10][c:11]2[cH:12][cH:13][cH:14][cH:15][cH:16]2)[cH:6][nH:7]1>>[O:1]=[c:2]1[cH:3][cH:4][c:5]([C:8](=[O:9])[NH:10][c:11]2[cH:12][cH:13][cH:14][cH:15][cH:16]2)[cH:6][n:7]1-[c:30]1[n:29][c:28]([CH3:33])[c:27]([C:25]([NH:24][CH2:17][c:18]2[cH:19][cH:20][cH:21][cH:22][cH:23]2)=[O:26])[s:31]1.